This data is from the Open Reaction Database (ORD), a public repository of structured organic reaction records. The task is: describe an organic reaction: reactants, conditions, products, and yield The reactants are O=C(N=C=S)c1ccccc1, O=C([O-])[O-], Cc1nsc(-c2ccc(N)cc2)n1, [K+], [K+], C1CCOC1, O. Product: Cc1nsc(-c2ccc(NC(N)=S)cc2)n1. Reaction SMILES: [C:14](=[O:15])([c:16]1[cH:17][cH:18][cH:19][cH:20][cH:21]1)[N:22]=[C:23]=[S:24].[C:25](=[O:26])([O-:27])[O-:28].[CH3:1][c:2]1[n:3][s:4][c:5](-[c:7]2[cH:8][cH:9][c:10]([NH2:13])[cH:11][cH:12]2)[n:6]1.[K+:29].[K+:30].[O:31]1[CH2:32][CH2:33][CH2:34][CH2:35]1.[OH2:36]>>[CH3:1][c:2]1[n:3][s:4][c:5](-[c:7]2[cH:8][cH:9][c:10]([NH:13][C:23]([NH2:22])=[S:24])[cH:11][cH:12]2)[n:6]1. Run at temperature 0 celsius, time 3.25 hour. The yield is 62.0%. Reactants: Br/C=C/c1ccc(B2OC(C)(C)C(C)(C)O2)cc1, ClC(c1ccccc1)C. Reagents/catalysts: [Na+].[I-], Cl[Ni]Cl.COCCOC, C1(C2(C3=N[C@H](c4ccccc4C5)[C@H]5O3)CC2)=N[C@H]6[C@H](Cc7ccccc76)O1. The solvent is CC(N(C)C)=O. The product is C[C@@H](/C=C/c1ccc(B2OC(C)(C)C(C)(C)O2)cc1)c1ccccc1. The reactants are C[C@@H](C(=O)Cl)[C@@H](CCC)C ((2R,3R)-2,3-Dimethyl-hexanoyl chloride), ethyl acetate enolate, C(CCC)[Li] (Butyl lithium), C(C)(C)NC(C)C (diisopropylamine), C(C)(=O)OCC (ethyl acetate). The solvent is C1CCOC1 (THF), C1CCOC1 (THF). Conditions: temperature -78 celsius, time 20 minute. Yields the product C(C)OC(CC([C@@H]([C@@H](CCC)C)C)=O)=O ((4R,5R)-4,5-Dimethyl-3-oxo-octanoic acid ethyl ester). The yield is 89.2%. As a reaction SMILES: C([Li])CCC.C(NC(C)C)(C)C.[C:13]([O:16][CH2:17][CH3:18])(=[O:15])[CH3:14].[CH3:19][C@H:20]([C@H:24]([CH3:28])[CH2:25][CH2:26][CH3:27])[C:21](Cl)=[O:22]>C1COCC1>[CH2:17]([O:16][C:13](=[O:15])[CH2:14][C:21](=[O:22])[C@H:20]([CH3:19])[C@H:24]([CH3:28])[CH2:25][CH2:26][CH3:27])[CH3:18]. Procedure: To a solution containing 2.0 g (13.9 mmol) of (2R,3R)-2,3-dimethyl-hexanoic acid in 20 mL of dichloromethane was added 2.1 g (16.6 mmol) of chloromethylene dimethyl-ammonium chloride. After stirring the resulting solution under nitrogen for 1.5 hours, the solvent was evaporated to give (2R,3R)-2,3-dimethyl-hexanoyl chloride. Butyl lithium (32.7 ml, 52.4 mmol) was added to a solution of diisopropylamine (4.9 g, 48.5 mmol) in dry THF (20 mL) under nitrogen at 0° C. and stirred for 20 minutes. The ... The reactants are FC1=C(C#N)C=CC=C1 (2-fluorobenzonitrile), Cl (hydrochloric acid), C[Si](N[Si](C)(C)C)(C)C (hexamethyldisilazane), solution, C(CCC)[Li] (n-butyllithium). Run in O (Water), C(C)OCC (diethyl ether), CCCCCC (hexane). Reaction conditions: time 2 hour. Yields the product FC1=C(C=CC=C1)C(N)=N (2-Fluorobenzenecarboximidamide). Yield: 64.6%. Reaction SMILES: C[Si](C)(C)[NH:3][Si](C)(C)C.C([Li])CCC.[F:15][C:16]1[CH:23]=[CH:22][CH:21]=[CH:20][C:17]=1[C:18]#[N:19].Cl>C(OCC)C.CCCCCC.O>[F:15][C:16]1[CH:23]=[CH:22][CH:21]=[CH:20][C:17]=1[C:18](=[NH:3])[NH2:19]. Reported procedure: To a solution of hexamethyldisilazane (19.4 g, 120 mmol) in diethyl ether (200 ml) was added dropwise a 1.6 N solution (75.0 ml, 120 mmol) of n-butyllithium in hexane under ice-cooling. Thereto 2-fluorobenzonitrile (7.01 g, 57.9 mmol) was added, followed by stirring at room temperature for 2 hours. Thereto 3 N hydrochloric acid (80 ml) was added dropwise under ice-cooling, and the reaction mixture was stirred at room temperature for 0.5 hour. Water (200 ml) was added thereto, and the ether layer... The reactants are C1CNCCN1, Nc1cc(Cl)c(C(=O)Nc2ccc3cn[nH]c3c2)cc1[N+](=O)[O-], C1COCCO1. Yields the product Nc1cc(N2CCNCC2)c(C(=O)Nc2ccc3cn[nH]c3c2)cc1[N+](=O)[O-]. Reaction SMILES: [CH2:24]1[CH2:25][NH:26][CH2:27][CH2:28][NH:29]1.[NH2:1][c:2]1[cH:3][c:4]([Cl:23])[c:5]([C:6](=[O:7])[NH:8][c:9]2[cH:10][cH:11][c:12]3[cH:13][n:14][nH:15][c:16]3[cH:17]2)[cH:18][c:19]1[N+:20](=[O:21])[O-:22].[O:30]1[CH2:31][CH2:32][O:33][CH2:34][CH2:35]1>>[NH2:1][c:2]1[cH:3][c:4]([N:26]2[CH2:25][CH2:24][NH:29][CH2:28][CH2:27]2)[c:5]([C:6](=[O:7])[NH:8][c:9]2[cH:10][cH:11][c:12]3[cH:13][n:14][nH:15][c:16]3[cH:17]2)[cH:18][c:19]1[N+:20](=[O:21])[O-:22]. Starting materials: C(C)(=O)OCC (Ethyl acetate), C1(CC1)NC(C1=CC(=C(C=C1)C)N1C(C(=NC=C1)NC1(CCC1)C1=C(C=CC=C1)O)=O)=O (N-cyclopropyl-3-(3-(1-(2-hydroxyphenyl)cyclobutylamino)-2-oxopyrazin-1(2H)-yl)-4-methylbenzamide), BrCCCl (1-bromo-2-chloroethane), C([O-])([O-])=O.[Cs+].[Cs+] (cesium carbonate). The solvent is O (water), C(C)#N (acetonitrile). Reaction conditions: temperature 90 celsius. Product: ClCCOC1=C(C=CC=C1)C1(CCC1)NC=1C(N(C=CN1)C=1C=C(C(=O)NC2CC2)C=CC1C)=O (3-(3-(1-(2-(2-Chloroethoxy)phenyl)cyclobutylamino)-2-oxopyrazin-1(2H)-yl)-N-cyclopropyl-4-methylbenzamide). Reaction SMILES: [CH:1]1([NH:4][C:5](=[O:32])[C:6]2[CH:11]=[CH:10][C:9]([CH3:12])=[C:8]([N:13]3[CH:18]=[CH:17][N:16]=[C:15]([NH:19][C:20]4([C:24]5[CH:29]=[CH:28][CH:27]=[CH:26][C:25]=5[OH:30])[CH2:23][CH2:22][CH2:21]4)[C:14]3=[O:31])[CH:7]=2)[CH2:3][CH2:2]1.Br[CH2:34][CH2:35][Cl:36].C(=O)([O-])[O-].[Cs+].[Cs+].C(OCC)(=O)C>C(#N)C.O>[Cl:36][CH2:35][CH2:34][O:30][C:25]1[CH:26]=[CH:27][CH:28]=[CH:29][C:24]=1[C:20]1([NH:19][C:15]2[C:14](=[O:31])[N:13]([C:8]3[CH:7]=[C:6]([CH:11]=[CH:10][C:9]=3[CH3:12])[C:5]([NH:4][CH:1]3[CH2:2][CH2:3]3)=[O:32])[CH:18]=[CH:17][N:16]=2)[CH2:23][CH2:22][CH2:21]1 |f:2.3.4|. Reported procedure: To N-cyclopropyl-3-(3-(1-(2-hydroxyphenyl)cyclobutylamino)-2-oxopyrazin-1(2H)-yl)-4-methylbenzamide (Example 268f, 0.874 g) in acetonitrile (17 mL) was added 1-bromo-2-chloroethane (1.68 mL) and cesium carbonate (6.61 g) and the reaction heated at 90° C. for 18 h. Ethyl acetate and water were added and the organic layer separated, washed with water, brine, dried (MgSO4), filtered and the solvent removed in vacuo. Purification (SiO2 chromatography eluting with 50-70% ethyl acetate/iso-hexane) gav... The reactants are CS(=O)C (dimethylsulfoxide), COC1CCC(CC1)C1CCC(CC1)O (4′-methoxy-1,1′-bi(cyclohexyl)-4-ol), [Cl-].[NH4+] (ammonium chloride), C(C(=O)Cl)(=O)Cl (oxalyl chloride). The solvent is ClCCl (dichloromethane), ClCCl (dichloromethane), C(C)(=O)OCC (ethyl acetate), C(C)N(CC)CC (triethylamine), ClCCl (dichloromethane). Reaction conditions: temperature -78 celsius, time 10 minute. Product: COC1CCC(CC1)C1CCC(CC1)=O (4′-methoxy-1,1′-bi(cyclohexyl)-4-one). Isolated yield 62.9%. Reaction SMILES: C(Cl)(=O)C(Cl)=O.CS(C)=O.[CH3:11][O:12][CH:13]1[CH2:18][CH2:17][CH:16]([CH:19]2[CH2:24][CH2:23][CH:22]([OH:25])[CH2:21][CH2:20]2)[CH2:15][CH2:14]1.[Cl-].[NH4+]>ClCCl.C(OCC)(=O)C.C(N(CC)CC)C>[CH3:11][O:12][CH:13]1[CH2:14][CH2:15][CH:16]([CH:19]2[CH2:24][CH2:23][C:22](=[O:25])[CH2:21][CH2:20]2)[CH2:17][CH2:18]1 |f:3.4|. Procedure: A solution of oxalyl chloride (2.14 ml) in dichloromethane (80 ml) was cooled to −78° C. in nitrogen atmosphere, and a solution of dimethylsulfoxide (6 ml) in dichloromethane (6 ml) was added slowly and stirred for 10 minutes at −78° C. To the reaction mixture was added a solution of 4′-methoxy-1,1′-bi(cyclohexyl)-4-ol (2.6 g) in dichloromethane (26 ml) slowly to maintain the reaction temperature and stirred for 2.5 hours at −40° C. To the reaction mixture was added triethylamine (12.4 ml) slowl...